This data is from the Open Reaction Database (ORD), a public repository of structured organic reaction records. The task is: describe an organic reaction: reactants, conditions, products, and yield Reactants: [K].C(C)(C)(C)OC(C(C=O)C#N)=O (3-oxo-2-cyanopropanoic acid t-butyl ester potassium salt), C(CCC)[P+](CCCC)(CCCC)CCCC.C(CCCCCCC)OC(C(C=O)C#N)=O (3-oxo-2-cyanopropanoic acid n-octyl ester tetra-n-butylphosphonium salt). The reagents and catalysts are [Cl-].C(CCC)[P+](CCCC)(CCCC)CCCC (tetra-n-butylphosphonium chloride). Yields the product C(CCC)[P+](CCCC)(CCCC)CCCC.C(C)(C)(C)OC(C(C=O)C#N)=O (3-oxo-2-cyanopropanoic acid t-butyl ester tetra-n-butylphosphonium salt). Reaction SMILES: [K].[C:2]([O:6][C:7](=[O:13])[CH:8]([C:11]#[N:12])[CH:9]=[O:10])([CH3:5])([CH3:4])[CH3:3].[CH2:14]([P+:18]([CH2:27][CH2:28][CH2:29][CH3:30])([CH2:23][CH2:24][CH2:25][CH3:26])[CH2:19][CH2:20][CH2:21][CH3:22])[CH2:15][CH2:16][CH3:17].C(OC(=O)C(C#N)C=O)CCCCCCC>[Cl-].C([P+](CCCC)(CCCC)CCCC)CCC>[CH2:27]([P+:18]([CH2:14][CH2:15][CH2:16][CH3:17])([CH2:19][CH2:20][CH2:21][CH3:22])[CH2:23][CH2:24][CH2:25][CH3:26])[CH2:28][CH2:29][CH3:30].[C:2]([O:6][C:7](=[O:13])[CH:8]([C:11]#[N:12])[CH:9]=[O:10])([CH3:5])([CH3:3])[CH3:4] |f:0.1,2.3,4.5,6.7,^1:0|. Procedure details: CDP-6 was prepared from 3-oxo-2-cyanopropanoic acid t-butyl ester potassium salt and tetra-n-butylphosphonium chloride similar to the method described above for CDP-1. It was isolated as an orange color oil that crystallized upon standing. Starting materials: CSC1=CC=C(OC2=CC=CC(=N2)C=O)C=C1 (6-(4-(methylthio)phenoxy)picolinaldehyde), C1(=CC=CC=C1)P(C1=CC=CC=C1)(C1=CC=CC=C1)=CC(C)=O (triphenylphosphoranylidene-2-propanone). Solvent: C1=CC=CC=C1 (benzene). Product: CSC1=CC=C(OC2=CC=CC(=N2)C=CC(C)=O)C=C1 ((6-(4-(Methylthio)phenoxy)-2-pyridyl)-1-buten-3-one). The yield is 221.2%. Reaction SMILES: [CH3:1][S:2][C:3]1[CH:17]=[CH:16][C:6]([O:7][C:8]2[N:13]=[C:12]([CH:14]=O)[CH:11]=[CH:10][CH:9]=2)=[CH:5][CH:4]=1.C1(P(=[CH:37][C:38](=[O:40])[CH3:39])(C2C=CC=CC=2)C2C=CC=CC=2)C=CC=CC=1>C1C=CC=CC=1>[CH3:1][S:2][C:3]1[CH:17]=[CH:16][C:6]([O:7][C:8]2[N:13]=[C:12]([CH:14]=[CH:37][C:38](=[O:40])[CH3:39])[CH:11]=[CH:10][CH:9]=2)=[CH:5][CH:4]=1. Procedure: A mixture of 29.9 g (0.122 mol) of 6-(4-(methylthio)phenoxy)picolinaldehyde and 42.7 g (0.134 mol) of triphenylphosphoranylidene-2-propanone in 750 mL of benzene was heated at reflux for 2.75 hours and cooled. The solvent was removed in vacuo leaving 77 g of an oily solid which was dissolved in methylene chloride and placed on a column of dry silica gel. The column was eluted with methylene chloride and the fractions containing the desired product were combined. The solvent was removed in vacuo ... The reactants are NC=1SC2=C(N1)C=CC(=C2)F (2-Amino-6-fluorobenzothiazole), COCC(=O)Cl (methoxyacetyl chloride). The solvent is N1=CC=CC=C1 (pyridine). Reaction conditions: time 2 hour. The product is FC1=CC2=C(N=C(S2)NC(COC)=O)C=C1 (6-fluoro-2-(methoxyacetylamino)benzothiazole). As a reaction SMILES: [NH2:1][C:2]1[S:3][C:4]2[CH:10]=[C:9]([F:11])[CH:8]=[CH:7][C:5]=2[N:6]=1.[CH3:12][O:13][CH2:14][C:15](Cl)=[O:16]>N1C=CC=CC=1>[F:11][C:9]1[CH:8]=[CH:7][C:5]2[N:6]=[C:2]([NH:1][C:15](=[O:16])[CH2:14][O:13][CH3:12])[S:3][C:4]=2[CH:10]=1. Reported procedure: 2-Amino-6-fluorobenzothiazole (3.3 g) is dissolved in pyridine (80 ml) and thereto is added dropwise methoxyacetyl chloride (2.0 ml) at room temperature. After the mixture is stirred at room temperature for 2 hours, the solvent is distilled off. The resulting solids are washed with water, then with diethyl ether, dried and recrystallized from ethanol to give the title compound (3.5 g) having the following physical properties. Reactants: C1(=CC=CC=C1)C1=NNC2=CC=CC=C12 (3-Phenylindazole), C=O (paraformaldehyde), [OH-].[Na+] (sodium hydroxide). The solvent is C(C)O (ethanol). The product is OCN1N=C(C2=CC=CC=C12)C1=CC=CC=C1 (1-hydroxymethyl-3-phenylindazole). Isolated yield 77.6%. RXN SMILES: [C:1]1([C:7]2[C:15]3[C:10](=[CH:11][CH:12]=[CH:13][CH:14]=3)[NH:9][N:8]=2)[CH:6]=[CH:5][CH:4]=[CH:3][CH:2]=1.[CH2:16]=[O:17].[OH-].[Na+]>C(O)C>[OH:17][CH2:16][N:9]1[C:10]2[C:15](=[CH:14][CH:13]=[CH:12][CH:11]=2)[C:7]([C:1]2[CH:2]=[CH:3][CH:4]=[CH:5][CH:6]=2)=[N:8]1 |f:2.3|. Reported procedure: 3-Phenylindazole (9.71 g), paraformaldehyde (2.25 g) and 5% aqueous sodium hydroxide solution (1 ml) were added to ethanol (40 ml) and the mixture was heated under reflux for 3 hours. After cooling the reaction mixture, the precipitated crystals were recovered by filtration to obtain 8.7 g of 1-hydroxymethyl-3-phenylindazole having a melting point between 103°-105° C after recrystallization from ligroine. The reactants are CC(C)Br, COc1ccc(N2CCN(c3ccc(-n4cn[nH]c4=O)cc3)CC2)cc1, CS(C)=O, [H-], [Na+], O. Product: COc1ccc(N2CCN(c3ccc(-n4cnn(C(C)C)c4=O)cc3)CC2)cc1. RXN SMILES: [Br:33][CH:34]([CH3:35])[CH3:36].[CH3:1][O:2][c:3]1[cH:4][cH:5][c:6]([N:9]2[CH2:10][CH2:11][N:12]([c:15]3[cH:16][cH:17][c:18](-[n:21]4[c:22](=[O:26])[nH:23][n:24][cH:25]4)[cH:19][cH:20]3)[CH2:13][CH2:14]2)[cH:7][cH:8]1.[CH3:29][S:30](=[O:31])[CH3:32].[H-:27].[Na+:28].[OH2:37]>>[CH3:1][O:2][c:3]1[cH:4][cH:5][c:6]([N:9]2[CH2:10][CH2:11][N:12]([c:15]3[cH:16][cH:17][c:18](-[n:21]4[c:22](=[O:26])[n:23]([CH:34]([CH3:35])[CH3:36])[n:24][cH:25]4)[cH:19][cH:20]3)[CH2:13][CH2:14]2)[cH:7][cH:8]1.